describe an organic reaction: reactants, conditions, products, and yield From a dataset of the Open Reaction Database (ORD), a public repository of structured organic reaction records. Yields the product Clc1cc(-n2cnc(Cl)c2)ncn1. Reaction SMILES: [C:15](=[O:16])([O-:17])[O-:18].[Cl:1][c:2]1[n:3][cH:4][n:5][c:6]([Cl:8])[cH:7]1.[Cl:9][c:10]1[n:11][cH:12][nH:13][cH:14]1.[Cs+:19].[Cs+:20].[O:22]=[CH:23][N:24]([CH3:25])[CH3:26].[OH2:21]>>[c:2]1(-[n:13]2[cH:12][n:11][c:10]([Cl:9])[cH:14]2)[n:3][cH:4][n:5][c:6]([Cl:8])[cH:7]1. Reactants: O=C([O-])[O-], Clc1cc(Cl)ncn1, Clc1c[nH]cn1, [Cs+], [Cs+], CN(C)C=O, O.